The task is: describe an organic reaction: reactants, conditions, products, and yield. This data is from the Open Reaction Database (ORD), a public repository of structured organic reaction records. Starting materials: N#CC1CCC(c2ccccc2)CC1, CCCCCCCBr, CC(C)C[Al+]CC(C)C, CCCCCCC(CO)CO, CCCCCC1(C)CCC(c2ccc(C=O)cc2)CC1, CC(C)[N-]C(C)C, [CH3], Cc1ccccc1, [H-], [Li+], NN, O, Cc1ccc(S(=O)(=O)O)cc1. Product: CCCCCCC1COC(c2ccc(C3CCC(C)(CCCCC)CC3)cc2)OC1. Reaction SMILES: [C:21]([CH:22]1[CH2:23][CH2:24][CH:25]([c:26]2[cH:27][cH:28][cH:29][cH:30][cH:31]2)[CH2:32][CH2:33]1)#[N:34].[CH2:43]([Br:44])[CH2:45][CH2:46][CH2:47][CH2:48][CH2:49][CH3:50].[CH2:53]([Al+:54][CH2:55][CH:56]([CH3:57])[CH3:58])[CH:59]([CH3:60])[CH3:61].[CH2:64]([CH2:65][CH2:66][CH2:67][CH2:68][CH3:69])[CH:70]([CH2:71][OH:72])[CH2:73][OH:74].[CH3:1][C:2]1([CH2:16][CH2:17][CH2:18][CH2:19][CH3:20])[CH2:3][CH2:4][CH:5]([c:8]2[cH:9][cH:10][c:11]([CH:12]=[O:13])[cH:14][cH:15]2)[CH2:6][CH2:7]1.[CH3:36][CH:37]([N-:38][CH:39]([CH3:40])[CH3:41])[CH3:42].[CH3:51].[CH3:86][c:87]1[cH:88][cH:89][cH:90][cH:91][cH:92]1.[H-:52].[Li+:35].[NH2:62][NH2:63].[OH2:93].[c:75]1([CH3:76])[cH:77][cH:78][c:79]([S:80]([OH:81])(=[O:82])=[O:83])[cH:84][cH:85]1>>[CH3:1][C:2]1([CH2:16][CH2:17][CH2:18][CH2:19][CH3:20])[CH2:3][CH2:4][CH:5]([c:8]2[cH:9][cH:10][c:11]([CH:12]3[O:13][CH2:73][CH:70]([CH2:64][CH2:65][CH2:66][CH2:67][CH2:68][CH3:69])[CH2:71][O:72]3)[cH:14][cH:15]2)[CH2:6][CH2:7]1. The reactants are P(Cl)(Cl)Cl (PCl3), CC(C=C)(C[N+](=O)[O-])OC(C)=O (acetic acid (3-methyl-4-nitro-1-buten-3-yl)ester), Cl (HCl). Run in C(Cl)Cl (CH2Cl2), N1=CC=CC=C1 (pyridine). Procedure details: 30 g. (0.17 m) of acetic acid (3-methyl-4-nitro-1-buten-3-yl)ester was diluted with 600 cc of pyridine. To this was added dropwise a solution of 50 g. (0.32 m) PCl3 in 50 cc of CH2Cl2 over a 1/2 hour period. The mixture was stirred overnight at room temperature. Ice, followed by 600 ml. concentrated HCl, was subsequently added to the reaction mixture. Extraction with ether and chromatographic separation of the crude product yielded acetic acid (3-methyl-3-cyano-1-propen-3-yl)ester as a colorless... Product: CC(C=C)(C#N)OC(C)=O (acetic acid (3-methyl-3-cyano-1-propen-3-yl)ester). Reaction conditions: time 8 hour. As a reaction SMILES: [CH3:1][C:2]([O:9][C:10](=[O:12])[CH3:11])([CH2:5][N+:6]([O-])=O)[CH:3]=[CH2:4].P(Cl)(Cl)Cl.Cl>N1C=CC=CC=1.C(Cl)Cl>[CH3:1][C:2]([O:9][C:10](=[O:12])[CH3:11])([C:5]#[N:6])[CH:3]=[CH2:4]. Reactants: C(C1=CC=CC=C1)OC(=O)N[C@H](C(=O)OC)CC(CC1=CC=CC=C1)(F)F ((S)-methyl 2-(benzyloxycarbonylamino)-4,4-difluoro-5-phenylpentanoate), Br (hydrogen bromide). Run at time 2 hour. Yields the product Br.N[C@H](C(=O)OC)CC(CC1=CC=CC=C1)(F)F ((S)-methyl 2-amino-4,4-difluoro-5-phenylpentanoate hydrobromide). RXN SMILES: C(OC([NH:11][C@@H:12]([CH2:17][C:18]([F:27])([F:26])[CH2:19][C:20]1[CH:25]=[CH:24][CH:23]=[CH:22][CH:21]=1)[C:13]([O:15][CH3:16])=[O:14])=O)C1C=CC=CC=1.[BrH:28]>>[BrH:28].[NH2:11][C@@H:12]([CH2:17][C:18]([F:26])([F:27])[CH2:19][C:20]1[CH:25]=[CH:24][CH:23]=[CH:22][CH:21]=1)[C:13]([O:15][CH3:16])=[O:14] |f:2.3|. Reported procedure: A mixture of (S)-methyl 2-(benzyloxycarbonylamino)-4,4-difluoro-5-phenylpentanoate (188 mg, 0.5 mmol) and hydrogen bromide (2 mL) was stirred at RT for two hr, after which the solvent was removed to give the title (S)-methyl 2-amino-4,4-difluoro-5-phenylpentanoate hydrobromide. Reactants: [OH-].[Li+] (Lithium hydroxide), C(C)OC(C(=O)OCC)CC1=CC=C(C=C1)OCC=C1C2=CC=CC=C2C=2C=CC=CC12 (ethyl 2-ethoxy-3-[4-(2-fluoren-9-ylidene-ethoxy)-phenyl]-propionate). Solvent: C(C)O (ethanol). Yields the product C(C)OC(C(=O)O)CC1=CC=C(C=C1)OCC=C1C2=CC=CC=C2C=2C=CC=CC12 (2-ethoxy-3-[4-(2-fluoren-9-ylidene-ethoxy)-phenyl]-propionic acid). Reaction SMILES: [OH-].[Li+].[CH2:3]([O:5][CH:6]([CH2:12][C:13]1[CH:18]=[CH:17][C:16]([O:19][CH2:20][CH:21]=[C:22]2[C:34]3[CH:33]=[CH:32][CH:31]=[CH:30][C:29]=3[C:28]3[C:23]2=[CH:24][CH:25]=[CH:26][CH:27]=3)=[CH:15][CH:14]=1)[C:7]([O:9]CC)=[O:8])[CH3:4]>C(O)C>[CH2:3]([O:5][CH:6]([CH2:12][C:13]1[CH:18]=[CH:17][C:16]([O:19][CH2:20][CH:21]=[C:22]2[C:34]3[CH:33]=[CH:32][CH:31]=[CH:30][C:29]=3[C:28]3[C:23]2=[CH:24][CH:25]=[CH:26][CH:27]=3)=[CH:15][CH:14]=1)[C:7]([OH:9])=[O:8])[CH3:4] |f:0.1|. Procedure: Lithium hydroxide (1M, 1.0 ml, 1.0 mmol) was added to a suspension of ethyl 2-ethoxy-3-[4-(2-fluoren-9-ylidene-ethoxy)-phenyl]-propionate (0.214 g, 0.5 mmol) in ethanol (5 ml) and the resulting mixture heated to gentle reflux for 30 min. The cooled mixture was partitioned between water (30 ml) and dichloromethane (20 ml), acidified to pH 1 by adding 1N hydrochloric acid (3 ml), and the organic phase collected. The aqueous phase was further extracted with dichloromethane (3×20 ml) and the combine... The reagents and catalysts are [I-].C(CCC)[N+](CCCC)(CCCC)CCCC (tetrabutylammonium iodide), Cl[Pd]([P](C1=CC=CC=C1)(C2=CC=CC=C2)C3=CC=CC=C3)([P](C4=CC=CC=C4)(C5=CC=CC=C5)C6=CC=CC=C6)Cl (trans-dichlorobis(triphenylphosphine)palladium). The solvent is [Cl-].[Na+].O (Brine), C1(=CC=CC=C1)C (toluene). Procedure: A mixture containing 4-bromo-5(H)furanone (0.274 g, 1.681 mmol), 4-trifluoromethoxyphenylboronic acid (0.417 g, 2.025 mmol), trans-dichlorobis(triphenylphosphine)palladium (II) (0.060 g, 8.548×10−2 mmol), tetrabutylammonium iodide (0.032 g, 8.663×10−2 mmol) and potassium fluoride (0.401 g, 6.902 mmol) in toluene (10 mL) and water (10 mL) were gently refluxed for 24 h under nitrogen before the reaction mixture was allowed to cool to room temperature. Brine (50 mL) was added and the product extrac... The product is FC(OC1=CC=C(C=C1)C1=CC(OC1)=O)(F)F (4-(4′-Trifluoromethoxyphenyl)furan-2(5H)-one). Reactants: 4-bromo-5(H)furanone, FC(OC1=CC=C(C=C1)B(O)O)(F)F (4-trifluoromethoxyphenylboronic acid), [F-].[K+] (potassium fluoride), O (water). The yield is 86.0%. Reaction SMILES: [F:1][C:2]([F:14])([F:13])[O:3][C:4]1[CH:9]=[CH:8][C:7](B(O)O)=[CH:6][CH:5]=1.[F-].[K+].[OH2:17]>[I-].C([N+](CCCC)(CCCC)CCCC)CCC.C1(C)C=CC=CC=1.[Cl-].[Na+].O.Cl[Pd](Cl)([P](C1C=CC=CC=1)(C1C=CC=CC=1)C1C=CC=CC=1)[P](C1C=CC=CC=1)(C1C=CC=CC=1)C1C=CC=CC=1>[F:1][C:2]([F:14])([F:13])[O:3][C:4]1[CH:9]=[CH:8][C:7]([C:6]2[CH2:7][O:17][C:4](=[O:3])[CH:5]=2)=[CH:6][CH:5]=1 |f:1.2,4.5,7.8.9,^1:48,67|. Starting materials: ClCCl, CN(C)c1ccccn1, CC(=O)OC(C)=O, Cc1cccc(C2(O)CC(=O)C=C2c2ccncc2)c1. The product is CC(=O)OC1(c2cccc(C)c2)CC(=O)C=C1c1ccncc1. Reaction SMILES: [CH2:37]([Cl:38])[Cl:39].[CH3:21][N:22]([c:23]1[cH:24][cH:25][cH:26][cH:27][n:28]1)[CH3:29].[CH3:30][C:31](=[O:32])[O:33][C:34](=[O:35])[CH3:36].[OH:1][C:2]1([c:14]2[cH:15][c:16]([CH3:20])[cH:17][cH:18][cH:19]2)[C:3]([c:8]2[cH:9][cH:10][n:11][cH:12][cH:13]2)=[CH:4][C:5](=[O:7])[CH2:6]1>>[O:1]([C:2]1([c:14]2[cH:15][c:16]([CH3:20])[cH:17][cH:18][cH:19]2)[C:3]([c:8]2[cH:9][cH:10][n:11][cH:12][cH:13]2)=[CH:4][C:5](=[O:7])[CH2:6]1)[C:31]([CH3:30])=[O:32]. Reactants: NC=1C=C(C=CC1C=O)NC(=O)C=1C(=CC=CC1)C1=CC=C(C=C1)C(F)(F)F (4′-Trifluoromethyl-biphenyl-2-carboxylic acid (3-amino4-formyl-phenyl)-amide), C(CC(=O)C)(=O)OCC (ethyl acetoacetate), C(C)(=O)O (acetic acid), [OH-].[Na+] (NaOH). Solvent: O (water). Conditions: time 2.5 hour. The product is C(C)OC(=O)C=1C(=NC2=CC(=CC=C2C1)NC(=O)C=1C(=CC=CC1)C1=CC=C(C=C1)C(F)(F)F)C (2-Methyl-7-[(4′-trifluoromethyl-biphenyl-2-carbonyl)-amino]-quinoline-3-carboxylic acid ethyl ester). Reaction SMILES: [NH2:1][C:2]1[CH:3]=[C:4]([NH:10][C:11]([C:13]2[C:14]([C:19]3[CH:24]=[CH:23][C:22]([C:25]([F:28])([F:27])[F:26])=[CH:21][CH:20]=3)=[CH:15][CH:16]=[CH:17][CH:18]=2)=[O:12])[CH:5]=[CH:6][C:7]=1C=O.[C:29]([O:35][CH2:36][CH3:37])(=[O:34])[CH2:30][C:31]([CH3:33])=O.[OH-].[Na+].[C:40](O)(=O)C>O>[CH2:36]([O:35][C:29]([C:30]1[C:31]([CH3:33])=[N:1][C:2]2[C:7]([CH:40]=1)=[CH:6][CH:5]=[C:4]([NH:10][C:11]([C:13]1[C:14]([C:19]3[CH:20]=[CH:21][C:22]([C:25]([F:26])([F:28])[F:27])=[CH:23][CH:24]=3)=[CH:15][CH:16]=[CH:17][CH:18]=1)=[O:12])[CH:3]=2)=[O:34])[CH3:37] |f:2.3|. Reported procedure: 4′-Trifluoromethyl-biphenyl-2-carboxylic acid (3-amino4-formyl-phenyl)-amide (769 mg, 2.0 mmol) and ethyl acetoacetate (260 mg, 2.0 mmol) were dissolved in 10 ml of acetic acid and heated at 80 C. After 2.5 h, the mixture was cooled to room temperature, diluted with water and brought to pH 10 with 2N NaOH. The mixture was extracted with ethyl acetate (2×50 ml), the combined organic layers washed with brine, dried over magnesium sulfate, and concentrated to give 815 mg of a yellow solid. This mat...